From a dataset of the Open Reaction Database (ORD), a public repository of structured organic reaction records. describe an organic reaction: reactants, conditions, products, and yield Conditions: time 3 hour. Procedure details: 4-[(1-Methylethyl)oxy]-3-(trifluoromethyl)benzoic acid (D71) (136 mg, 0.55 mmol), EDC (116 mg, 0.61 mmol) and HOBt (82 mg, 0.61 mmol) were stirred in N,N-dimethylformamide (5 mL) for 20 min. Ethyl 3-{-4-[(hydroxyamino)(imino)methyl]-1H-indol-1-yl}propanoate (D57) (150 mg, 0.55 mmol) was added and the reaction stirred at room temperature for 3 h and then 80° C. for 18 h. The reaction mixture was partitioned between ethyl acetate (25 mL) and water (25 mL). The organic layer was washed with aqueous... Starting materials: ONC(C1=C2C=CN(C2=CC=C1)CCC(=O)OCC)=N (Ethyl 3-{-4-[(hydroxyamino)(imino)methyl]-1H-indol-1-yl}propanoate), CC(C)OC1=C(C=C(C(=O)O)C=C1)C(F)(F)F (4-[(1-Methylethyl)oxy]-3-(trifluoromethyl)benzoic acid), C(CCl)Cl (EDC), C=1C=CC2=C(C1)N=NN2O (HOBt). As a reaction SMILES: [CH3:1][CH:2]([O:4][C:5]1[CH:13]=[CH:12][C:8]([C:9]([OH:11])=O)=[CH:7][C:6]=1[C:14]([F:17])([F:16])[F:15])[CH3:3].C(Cl)CCl.C1C=CC2N(O)N=NC=2C=1.O[NH:33][C:34](=[NH:51])[C:35]1[CH:43]=[CH:42][CH:41]=[C:40]2[C:36]=1[CH:37]=[CH:38][N:39]2[CH2:44][CH2:45][C:46]([O:48][CH2:49][CH3:50])=[O:47]>CN(C)C=O>[CH3:3][CH:2]([O:4][C:5]1[CH:13]=[CH:12][C:8]([C:9]2[O:11][N:51]=[C:34]([C:35]3[CH:43]=[CH:42][CH:41]=[C:40]4[C:36]=3[CH:37]=[CH:38][N:39]4[CH2:44][CH2:45][C:46]([O:48][CH2:49][CH3:50])=[O:47])[N:33]=2)=[CH:7][C:6]=1[C:14]([F:17])([F:16])[F:15])[CH3:1]. Run in CN(C=O)C (N,N-dimethylformamide). The product is CC(C)OC1=C(C=C(C=C1)C1=NC(=NO1)C1=C2C=CN(C2=CC=C1)CCC(=O)OCC)C(F)(F)F (Ethyl 3-(4-{5-[4-[(1-methylethyl)oxy]-3-(trifluoromethyl)phenyl]-1,2,4-oxadiazol-3-yl}-1H-indol-1-yl)propanoate). Isolated yield 31.7%. RXN SMILES: [Br:3][c:4]1[cH:5][cH:6][c:7]([OH:13])[c:8]([C:10]([CH3:11])=[O:12])[cH:9]1.[Cl:14][CH2:15][O:16][CH3:17].[H-:1].[Na+:2].[O:18]=[CH:19][N:20]([CH3:21])[CH3:22]>>[Br:3][c:4]1[cH:5][cH:6][c:7]([O:13][CH2:15][O:16][CH3:17])[c:8]([C:10]([CH3:11])=[O:12])[cH:9]1. Yields the product COCOc1ccc(Br)cc1C(C)=O. The reactants are CC(=O)c1cc(Br)ccc1O, COCCl, [H-], [Na+], CN(C)C=O. Reactants: CC#N, Cl, COC(=O)c1ccc(C)c(-n2c(C)cc(OCc3ccc(F)cc3F)c(Br)c2=O)c1, [Na+], [OH-], O. Yields the product Cc1ccc(C(=O)O)cc1-n1c(C)cc(OCc2ccc(F)cc2F)c(Br)c1=O. As a reaction SMILES: [CH3:33][C:34]#[N:35].[ClH:36].[F:1][c:2]1[c:3]([CH2:4][O:5][c:6]2[c:7]([Br:25])[c:8](=[O:24])[n:9](-[c:13]3[cH:14][c:15]([C:16](=[O:17])[O:18][CH3:19])[cH:20][cH:21][c:22]3[CH3:23])[c:10]([CH3:12])[cH:11]2)[cH:26][cH:27][c:28]([F:30])[cH:29]1.[Na+:32].[OH-:31].[OH2:37]>>[F:1][c:2]1[c:3]([CH2:4][O:5][c:6]2[c:7]([Br:25])[c:8](=[O:24])[n:9](-[c:13]3[cH:14][c:15]([C:16](=[O:17])[OH:18])[cH:20][cH:21][c:22]3[CH3:23])[c:10]([CH3:12])[cH:11]2)[cH:26][cH:27][c:28]([F:30])[cH:29]1. The reactants are CN1CCC=C(C1)C(=O)OC (arecoline), BrC=1C=C(C=CC1)C(F)(F)F (3-bromo-trifluoromethylbenzene). Yields the product COC(=O)C1CN(CCC1C1=CC(=CC=C1)C(F)(F)F)C (3-methoxycarbonyl-1-methyl-4-(3-trifluoromethylphenyl)piperidine). RXN SMILES: [CH3:1][N:2]1[CH2:7][C:6]([C:8]([O:10][CH3:11])=[O:9])=[CH:5][CH2:4][CH2:3]1.Br[C:13]1[CH:14]=[C:15]([C:19]([F:22])([F:21])[F:20])[CH:16]=[CH:17][CH:18]=1>>[CH3:11][O:10][C:8]([CH:6]1[CH:5]([C:13]2[CH:18]=[CH:17][CH:16]=[C:15]([C:19]([F:22])([F:21])[F:20])[CH:14]=2)[CH2:4][CH2:3][N:2]([CH3:1])[CH2:7]1)=[O:9]. Procedure: 3-methoxycarbonyl-1-methyl-4-(3-trifluoromethylphenyl)piperidine was prepared as the cis/trans mixture from arecoline and 3-bromo-trifluoromethylbenzene as described (J.Org.Chem. 22 (1957) 261). The product was purified by vacuum distillation. B.p. 90°-110° C./0.7 mmHg. The reactants are CI (methyl iodide), [N+](=O)([O-])C1=CC=C(C=C1)C(C(=O)OC)C(=O)OC (dimethyl 2-(4-nitrophenyl)malonate), [H-].[Na+] (sodium hydride), O (water). Run in O1CCCC1 (tetrahydrofuran), C(C)(=O)OCC (ethyl acetate), O1CCCC1 (tetrahydrofuran). Conditions: time 1 hour. Product: CC(C(=O)OC)(C(=O)OC)C1=CC=C(C=C1)[N+](=O)[O-] (dimethyl 2-methyl-2-(4-nitrophenyl)malonate). Reaction SMILES: [N+:1]([C:4]1[CH:9]=[CH:8][C:7]([CH:10]([C:15]([O:17][CH3:18])=[O:16])[C:11]([O:13][CH3:14])=[O:12])=[CH:6][CH:5]=1)([O-:3])=[O:2].[H-].[Na+].[CH3:21]I.O>O1CCCC1.C(OCC)(=O)C>[CH3:21][C:10]([C:7]1[CH:8]=[CH:9][C:4]([N+:1]([O-:3])=[O:2])=[CH:5][CH:6]=1)([C:15]([O:17][CH3:18])=[O:16])[C:11]([O:13][CH3:14])=[O:12] |f:1.2|. Reported procedure: 640 mg of compound 229.1 were dissolved in 12 ml of dry tetrahydrofuran and admixed with 138 mg of sodium hydride (60% in mineral oil). The mixture was stirred at room temperature for one hour, then a solution of 393 μl of methyl iodide in 5 ml of dry tetrahydrofuran was added dropwise and the resulting mixture was stirred at room temperature overnight. For workup, the reaction mixture was admixed cautiously with water and ethyl acetate. The organic phase was removed, dried over magnesium sulfat... Starting materials: CC(=O)O, Cl, N#Cc1cc(F)cc(-c2cc([N+](=O)[O-])c3c(c2)C2(CCCCC2)C(=O)N3)c1, O, O, Cl[Sn]Cl. The product is N#Cc1cc(F)cc(-c2cc(N)c3c(c2)C2(CCCCC2)C(=O)N3)c1. Reaction SMILES: [CH3:33][C:34](=[O:35])[OH:36].[ClH:37].[N+:1]([O-:2])(=[O:3])[c:4]1[cH:5][c:6](-[c:19]2[cH:20][c:21]([C:22]#[N:23])[cH:24][c:25]([F:27])[cH:26]2)[cH:7][c:8]2[c:9]1[NH:10][C:11](=[O:18])[C:12]21[CH2:13][CH2:14][CH2:15][CH2:16][CH2:17]1.[OH2:28].[OH2:29].[Sn:30]([Cl:31])[Cl:32]>>[NH2:1][c:4]1[cH:5][c:6](-[c:19]2[cH:20][c:21]([C:22]#[N:23])[cH:24][c:25]([F:27])[cH:26]2)[cH:7][c:8]2[c:9]1[NH:10][C:11](=[O:18])[C:12]21[CH2:13][CH2:14][CH2:15][CH2:16][CH2:17]1.